This data is from the Open Reaction Database (ORD), a public repository of structured organic reaction records. The task is: describe an organic reaction: reactants, conditions, products, and yield Reactants: Cl.NO (hydroxylamine hydrochloride), C(C)(=O)[O-].[Na+] (sodium acetate), CS(=O)(=O)OC1=CC=C(C=C1)CCOC1=CC=C(C=C1)C=O (4-[2-(4-formylphenoxy)ethyl]phenyl methanesulfonate). The solvent is O (water), C(C)O (ethanol). Reaction conditions: temperature 50 celsius, time 45 minute. Yields the product CS(=O)(=O)OC1=CC=C(C=C1)CCOC1=CC=C(C=C1)C=NO (4-{2-[4-(hydroxyiminomethyl)phenoxy]ethyl}phenyl methanesulfonate). The yield is 89.5%. Reaction SMILES: [CH3:1][S:2]([O:5][C:6]1[CH:11]=[CH:10][C:9]([CH2:12][CH2:13][O:14][C:15]2[CH:20]=[CH:19][C:18]([CH:21]=O)=[CH:17][CH:16]=2)=[CH:8][CH:7]=1)(=[O:4])=[O:3].Cl.[NH2:24][OH:25].C([O-])(=O)C.[Na+]>C(O)C.O>[CH3:1][S:2]([O:5][C:6]1[CH:11]=[CH:10][C:9]([CH2:12][CH2:13][O:14][C:15]2[CH:20]=[CH:19][C:18]([CH:21]=[N:24][OH:25])=[CH:17][CH:16]=2)=[CH:8][CH:7]=1)(=[O:4])=[O:3] |f:1.2,3.4|. Procedure details: 3.52 g (11 mmole) 4-[2-(4-formylphenoxy)ethyl]phenyl methanesulfonate was dissolved in 150 ml ethanol. 2.29 g (33 mmole) hydroxylamine hydrochloride and 3.6 g (44 mmole) sodium acetate in 30 ml water were added. The reaction mixture was stirred at 50° C. for 1 h 45 minutes. The solvent was evaporated in vacuo and water was added to give a white precipitate, which was filtered off and washed with hexane to give 3.3 g (yield 89%) of 4-{2-[4-(hydroxyiminomethyl)phenoxy]ethyl}phenyl methanesulfonate... The reactants are COC1=CC=C(C=2[C@H]3CC[C@@H](C12)C3)O ((1R*,4S*)-8-methoxy-1,2,3,4-tetrahydro-1,4-methanonaphthalen-5-ol), Intermediate 1, C([O-])([O-])=O.[K+].[K+] (potassium carbonate), C(C=C)Br (allyl bromide). Product: C(C=C)OC1=C2[C@H]3CC[C@@H](C2=C(C=C1)OC)C3 ((1R*,4S*)-5-(allyloxy)-8-methoxy-1,2,3,4-tetrahydro-1,4-methanonaphthalene). The yield is 89.1%. As a reaction SMILES: [CH3:1][O:2][C:3]1[C:12]2[C@H:11]3[CH2:13][C@H:8]([CH2:9][CH2:10]3)[C:7]=2[C:6]([OH:14])=[CH:5][CH:4]=1.C(=O)([O-])[O-].[K+].[K+].[CH2:21](Br)[CH:22]=[CH2:23]>>[CH2:21]([O:14][C:6]1[CH:5]=[CH:4][C:3]([O:2][CH3:1])=[C:12]2[C:7]=1[C@@H:8]1[CH2:13][C@H:11]2[CH2:10][CH2:9]1)[CH:22]=[CH2:23] |f:1.2.3|. Procedure details: Treatment of (1R*,4S*)-8-methoxy-1,2,3,4-tetrahydro-1,4-methanonaphthalen-5-ol (14.61 g, 0.077 mol) with potassium carbonate (31.84 g, 0.23 mol) and allyl bromide (10.68 g, 0.088 mol) generally according to the procedure described for Intermediate 1 provided 15.8 g (89%) of (1R*,4S*)-5-(allyloxy)-8-methoxy-1,2,3,4-tetrahydro-1,4-methanonaphthalene as a colorless oil. Anal. calcd. for C15H18O2.0.3H2O: C, 76.44; H, 7.95. Found: C, 76.43; H, 7.79. The reactants are 490, OC1=C(NS(C2=C1C=CC1=CC=CC=C12)(=O)=O)C(=O)N (4-hydroxy-2H-naphtho[2,1-e]-1,2-thiazine-3-carboxamide-1,1-dioxide), C(Cl)(Cl)Cl (chloroform), 500, [H][H] (hydrogen). Reagents/catalysts: [Pd] (palladium-on-charcoal). Run in mixture, CO (methanol). Yields the product ClC=1C=C(C=CC1)NC(=O)C=1NS(C2=C(C1O)C=CC1=CC=CC=C12)(=O)=O (N-(3-chloro-phenyl)-4-hydroxy-2H-naphtho[2,1-e]1,2-thiazine-3-carboxamide-1,1-dioxide). Yield: 57.0%. RXN SMILES: [OH:1][C:2]1[C:7]2[CH:8]=[CH:9][C:10]3[C:15]([C:6]=2[S:5](=[O:17])(=[O:16])[NH:4][C:3]=1[C:18]([NH2:20])=[O:19])=[CH:14][CH:13]=[CH:12][CH:11]=3.[CH:21]([Cl:24])(Cl)Cl.[H][H]>[Pd].CO>[Cl:24][C:21]1[CH:18]=[C:3]([NH:20][C:18]([C:3]2[NH:4][S:5](=[O:17])(=[O:16])[C:6]3[C:15]4[C:10](=[CH:11][CH:12]=[CH:13][CH:14]=4)[CH:9]=[CH:8][C:7]=3[C:2]=2[OH:1])=[O:19])[CH:2]=[CH:7][CH:6]=1. Procedure: A solution of 490 mgm (1 millimol) of 2-benzyl-N-3-chloro-phenyl)-4-hydroxy-2H-naphtho[2,1-e]-1,2-thiazine-3-carboxamide-1,1-dioxide in 100 ml of a mixture of chloroform and methanol (2:1) was hydrogenated in the presence of 500 mgm of a palladium-on-charcoal catalyst (10%) at a hydrogen pressure of 3 atmospheres for 10 hours. The reaction mixture was then filtered, and the catalyst left on the filter was copiously washed with hot chloroform. The combined filtrates were evaporated, and the resid... Reactants: BrC1=CC(=C(C(=O)OC)C=C1)F (methyl 4-bromo-2-fluorobenzoate), N1=CC(=CC=C1)B(O)O (3-pyridinylboronic acid), C(=O)([O-])[O-].[Na+].[Na+] (Na2CO3). The reagents and catalysts are Cl[Pd]([P](C1=CC=CC=C1)(C2=CC=CC=C2)C3=CC=CC=C3)([P](C4=CC=CC=C4)(C5=CC=CC=C5)C6=CC=CC=C6)Cl (dichlorobis(triphenylphosphine)-palladium (II)). The solvent is COCCOC.O.C(C)O (DME water ethanol). The product is FC1=C(C(=O)OC)C=CC(=C1)C=1C=NC=CC1 (methyl 2-fluoro-4-pyridin-3-yl-benzoate). RXN SMILES: Br[C:2]1[CH:11]=[CH:10][C:5]([C:6]([O:8][CH3:9])=[O:7])=[C:4]([F:12])[CH:3]=1.[N:13]1[CH:18]=[CH:17][CH:16]=[C:15](B(O)O)[CH:14]=1.C([O-])([O-])=O.[Na+].[Na+]>Cl[Pd](Cl)([P](C1C=CC=CC=1)(C1C=CC=CC=1)C1C=CC=CC=1)[P](C1C=CC=CC=1)(C1C=CC=CC=1)C1C=CC=CC=1.COCCOC.O.C(O)C>[F:12][C:4]1[CH:3]=[C:2]([C:15]2[CH:14]=[N:13][CH:18]=[CH:17][CH:16]=2)[CH:11]=[CH:10][C:5]=1[C:6]([O:8][CH3:9])=[O:7] |f:2.3.4,6.7.8,^1:30,49|. Reported procedure: A mixture of EXAMPLE 50A (5 g), 3-pyridinylboronic acid (4 g) and dichlorobis(triphenylphosphine)-palladium (II) (1.1 g) in 7:3:2 DME/water/ethanol (200 mL) and 2M aqueous Na2CO3 solution (1 mL) at 80° C. was stirred 18 hours, cooled and filtered. The filtrate was partitioned between ethyl acetate and water, and the ethyl acetate layer washed with water and concentrated. The concentrate was flash chromatographed on silica gel with 1:2 ethyl acetate/hexanes. Reaction conditions: time 1 hour. The yield is 49.2%. Reactants: BrC=1C=C(C(=O)OC(C)(C)C)C=C(C1)C(C(F)(F)F)=O (tert-butyl 3-bromo-5-(trifluoroacetyl)benzoate), CSC.B (Borane dimethyl sulfide), [OH-].[Na+] (NaOH), C[Si](C)(C)[N-][Si](C)(C)C.[Li+] (lithium bis(trimethylsilyl)amide), BrC=1C=C(C(=O)OC(C)(C)C)C=C(C1)C(C(F)(F)F)=O (tert-butyl 3-bromo-5-(trifluoroacetyl)benzoate). Procedure: To a solution of tert-butyl 3-bromo-5-(trifluoroacetyl)benzoate (3.0 g, 8.5 mmol) in toluene (mL) was slowly added lithium bis(trimethylsilyl)amide (1.0 M in toluene; 25.5 mL, 25.5 mmol). The reaction was stirred at ambient temperature. After 1 h, the reaction was checked by TLC for disappearance of tert-butyl 3-bromo-5-(trifluoroacetyl)benzoate. Borane dimethyl sulfide complex (2.0 M in toluene; 25.5 mL, 51.0 mmol) was added and the mixture was stirred at ambient temperature. After 1 h, aqueous... Reaction SMILES: [Br:1][C:2]1[CH:3]=[C:4]([CH:12]=[C:13]([C:15](=O)[C:16]([F:19])([F:18])[F:17])[CH:14]=1)[C:5]([O:7][C:8]([CH3:11])([CH3:10])[CH3:9])=[O:6].C[Si]([N-:25][Si](C)(C)C)(C)C.[Li+].CSC.B.[OH-].[Na+]>C1(C)C=CC=CC=1>[NH2:25][CH:15]([C:13]1[CH:12]=[C:4]([CH:3]=[C:2]([Br:1])[CH:14]=1)[C:5]([O:7][C:8]([CH3:11])([CH3:10])[CH3:9])=[O:6])[C:16]([F:19])([F:18])[F:17] |f:1.2,3.4,5.6|. The solvent is C1(=CC=CC=C1)C (toluene). The product is NC(C(F)(F)F)C=1C=C(C(=O)OC(C)(C)C)C=C(C1)Br (tert-butyl 3-(1-amino-2,2,2-trifluoroethyl)-5-bromobenzoate). The reactants are Cc1ccccc1, COc1ccc(Cl)cc1C(=O)O, O=S(Cl)Cl. Yields the product COc1ccc(Cl)cc1CCl. As a reaction SMILES: [CH3:17][c:18]1[cH:19][cH:20][cH:21][cH:22][cH:23]1.[Cl:1][c:2]1[cH:3][cH:4][c:5]([O:11][CH3:12])[c:6]([C:7]([OH:8])=[O:9])[cH:10]1.[S:13]([Cl:14])([Cl:15])=[O:16]>>[Cl:1][c:2]1[cH:3][cH:4][c:5]([O:11][CH3:12])[c:6]([CH2:7][Cl:15])[cH:10]1. Reactants: NCCC1=NC=CC=C1 (2-(2-aminoethyl)pyridine), N1=CC=CC=C1 (pyridine), C(CCCCCCCCCCCCC)OC1=CC=C(C(=O)Cl)C=C1 (4-(Tetradecyloxy)benzoyl chloride). Run in C(Cl)Cl (methylene chloride), C(Cl)(Cl)Cl (chloroform), C(Cl)Cl (methylene chloride). Reaction conditions: temperature 0 celsius, time 2 hour. The product is N1=C(C=CC=C1)CCNC(C1=CC=C(C=C1)OCCCCCCCCCCCCCC)=O (N-[2-(2-Pyridinyl)ethyl]-4-(tetradecyloxy)benzamide). Isolated yield 41.2%. As a reaction SMILES: [NH2:1][CH2:2][CH2:3][C:4]1[CH:9]=[CH:8][CH:7]=[CH:6][N:5]=1.N1C=CC=CC=1.[CH2:16]([O:30][C:31]1[CH:39]=[CH:38][C:34]([C:35](Cl)=[O:36])=[CH:33][CH:32]=1)[CH2:17][CH2:18][CH2:19][CH2:20][CH2:21][CH2:22][CH2:23][CH2:24][CH2:25][CH2:26][CH2:27][CH2:28][CH3:29]>C(Cl)Cl.C(Cl)(Cl)Cl>[N:5]1[CH:6]=[CH:7][CH:8]=[CH:9][C:4]=1[CH2:3][CH2:2][NH:1][C:35](=[O:36])[C:34]1[CH:33]=[CH:32][C:31]([O:30][CH2:16][CH2:17][CH2:18][CH2:19][CH2:20][CH2:21][CH2:22][CH2:23][CH2:24][CH2:25][CH2:26][CH2:27][CH2:28][CH3:29])=[CH:39][CH:38]=1. Procedure details: To a 0° solution of 2.54 g of 2-(2-aminoethyl)pyridine, 50 ml of methylene chloride and 6.42 ml of pyridine is added, dropwise, 7.0 g of product from Example 3 in 250 ml of methylene chloride. The reaction is stirred at 0° C. for 2 hours followed by 14 hours at room temperature. The reaction is diluted with chloroform, washed with saturated sodium bicarbonate, water and saturated sodium chloride, dried and concentrated in vacuo. The residue is purified by column chromatography (silica gel:75-100...